This data is from the Open Reaction Database (ORD), a public repository of structured organic reaction records. The task is: describe an organic reaction: reactants, conditions, products, and yield Reaction SMILES: [O:1]=[CH:2][C:3]1[CH:11]=[CH:10][C:8]([OH:9])=[C:5]([O:6][CH3:7])[CH:4]=1.[CH3:12][CH2:13][N:14]([C:17]([C:19]1[CH:24]=[C:23]([CH3:25])[CH:22]=[CH:21][CH:20]=1)=[O:18])[CH2:15][CH3:16].O=CC1C=CC(O)=C(OC)C=1>C(O)C>[O:1]=[CH:2][C:3]1[CH:11]=[CH:10][C:8]([OH:9])=[C:5]([O:6][CH3:7])[CH:4]=1.[CH3:12][CH2:13][N:14]([C:17]([C:19]1[CH:24]=[C:23]([CH3:25])[CH:22]=[CH:21][CH:20]=1)=[O:18])[CH2:15][CH3:16] |f:0.1|. Isolated yield 50.0%. Procedure details: Forestry workers from the Canadian Forestry Service have tested the effects of vanillin-DEET mixtures under field conditions in Northern Ontario. Vanillin was dissolved in ethanol at a concentration of 5 g. vanillin per ml. and this concentrate then added to a commercial repellent containing 47.5% DEET to give a final solution concentration of about 10% vanillin and about 50% DEET. This combined formulation was tested by 25 subjects over extended periods under various conditions (in comparison w... Solvent: C(C)O (ethanol). Starting materials: O=CC1=CC(OC)=C(O)C=C1 (Vanillin), O=CC1=CC(OC)=C(O)C=C1 (vanillin), O=CC1=CC(OC)=C(O)C=C1.CCN(CC)C(=O)C1=CC=CC(=C1)C (vanillin DEET). The product is final solution, O=CC1=CC(OC)=C(O)C=C1 (vanillin), CCN(CC)C(=O)C1=CC=CC(=C1)C (DEET). The reactants are CNC(C1=CC=C(C=C1)C(=O)OC)=O (N-methyl-p-carbmethoxybenzamide), P(Cl)(Cl)(Cl)(Cl)Cl (phosphorus pentachloride), C(=O)(OC)C1=CC=C(C(=O)NN)C=C1 (p-carbmethoxybenzoyl hydrazine). Solvent: C(Cl)(Cl)Cl (chloroform). Product: COC(C1=CC=C(C=C1)C1=NN=C(N1C)C1=CC=C(C(=O)OC)C=C1)=O (dimethyl-4,4'-(4-methyl-1,2,4-triazol-3,5-diyl)dibenzoate), ( F ). RXN SMILES: [CH3:1][NH:2][C:3](=O)[C:4]1[CH:9]=[CH:8][C:7]([C:10]([O:12][CH3:13])=[O:11])=[CH:6][CH:5]=1.P(Cl)(Cl)(Cl)(Cl)Cl.[C:21]([C:25]1[CH:34]=[CH:33][C:28]([C:29]([NH:31][NH2:32])=O)=[CH:27][CH:26]=1)([O:23][CH3:24])=[O:22]>C(Cl)(Cl)Cl>[CH3:13][O:12][C:10](=[O:11])[C:7]1[CH:8]=[CH:9][C:4]([C:3]2[N:2]([CH3:1])[C:29]([C:28]3[CH:33]=[CH:34][C:25]([C:21]([O:23][CH3:24])=[O:22])=[CH:26][CH:27]=3)=[N:31][N:32]=2)=[CH:5][CH:6]=1. Procedure: A solution of N-methyl-p-carbmethoxybenzamide in chloroform was treated with phosphorus pentachloride to give E. Then E was reacted with p-carbmethoxybenzoyl hydrazine to yield dimethyl-4,4'-(4-methyl-1,2,4-triazol-3,5-diyl)dibenzoate, (F). Then III was obtained by reacting F in a similar manner as in Example 1. The reactants are N (NH3), FC1=CC=C2C(CC3(CCN(CC3)C(\C=C\C3=C(C=CC=C3)C(F)(F)F)=O)C2=C1)CC(=O)O ((±)-(E)-2-(6-fluoro-1′-(3-(2-(trifluoromethyl)phenyl)acryloyl)-2,3-dihydrospiro[indene-1,4′-piperidine]-3-yl)acetic acid). Run in O1CCOCC1 (dioxane). Product: FC1=CC=C2C(CC3(CCN(CC3)C(\C=C\C3=C(C=CC=C3)C(F)(F)F)=O)C2=C1)CC(=O)N ((±)-(E)-2-(6-fluoro-1′-(3-(2-(trifluoromethyl)phenyl)acryloyl)-2,3-dihydrospiro[indene-1,4′-piperidine]-3-yl)acetamide). Reaction SMILES: [NH3:1].[F:2][C:3]1[CH:30]=[C:29]2[C:6]([CH:7]([CH2:31][C:32](O)=[O:33])[CH2:8][C:9]32[CH2:14][CH2:13][N:12]([C:15](=[O:28])/[CH:16]=[CH:17]/[C:18]2[CH:23]=[CH:22][CH:21]=[CH:20][C:19]=2[C:24]([F:27])([F:26])[F:25])[CH2:11][CH2:10]3)=[CH:5][CH:4]=1>O1CCOCC1>[F:2][C:3]1[CH:30]=[C:29]2[C:6]([CH:7]([CH2:31][C:32]([NH2:1])=[O:33])[CH2:8][C:9]32[CH2:10][CH2:11][N:12]([C:15](=[O:28])/[CH:16]=[CH:17]/[C:18]2[CH:23]=[CH:22][CH:21]=[CH:20][C:19]=2[C:24]([F:26])([F:25])[F:27])[CH2:13][CH2:14]3)=[CH:5][CH:4]=1. Procedure details: The title compound was prepared following a procedure analogous to that described in Example 7 using 0.5 M NH3 in dioxane and (±)-(E)-2-(6-fluoro-1′-(3-(2-(trifluoromethyl)phenyl)acryloyl)-2,3-dihydrospiro[indene-1,4′-piperidine]-3-yl)acetic acid. LC-MS Method 1 tR=1.67, min, m/z=461. Starting materials: CCOC(C)=O, CC(=O)NC1=Nc2ccc(OCCCC(=O)N(C)C3CCCCC3)cc2CN1CC(=O)OC(C)(C)C, Cl. Product: CC(=O)NC1=Nc2ccc(OCCCC(=O)N(C)C3CCCCC3)cc2CN1CC(=O)O, Cl. RXN SMILES: [CH3:38][CH2:39][O:40][C:41](=[O:42])[CH3:43].[CH:1]1([N:7]([C:8]([CH2:9][CH2:10][CH2:11][O:12][c:13]2[cH:14][c:15]3[c:20]([cH:21][cH:22]2)[N:19]=[C:18]([NH:23][C:24]([CH3:25])=[O:26])[N:17]([CH2:27][C:28](=[O:29])[O:30][C:31]([CH3:32])([CH3:33])[CH3:34])[CH2:16]3)=[O:35])[CH3:36])[CH2:2][CH2:3][CH2:4][CH2:5][CH2:6]1.[ClH:37]>>[CH:1]1([N:7]([C:8]([CH2:9][CH2:10][CH2:11][O:12][c:13]2[cH:14][c:15]3[c:20]([cH:21][cH:22]2)[N:19]=[C:18]([NH:23][C:24]([CH3:25])=[O:26])[N:17]([CH2:27][C:28](=[O:29])[OH:30])[CH2:16]3)=[O:35])[CH3:36])[CH2:2][CH2:3][CH2:4][CH2:5][CH2:6]1.[ClH:37]. The reactants are O=C1N(CCC1(C1=CC=CC=C1)C1=CC=CC=C1)CC(=O)O (2-(2-oxo-3,3-diphenylpyrrolidin-1-yl)acetic acid), ON\C(\C1=CC=C(C=C1)C(F)(F)F)=N/[H] ((Z)—N-hydroxy-4-(trifluoromethyl)benzimidamide), FC1=CC=C(C=C1)C1(C(N(CC1)CC(=O)O)=O)C1=CC=C(C=C1)F (2-(3,3-bis(4-fluorophenyl)-2-oxopyrrolidin-1-yl)acetic acid), ON\C(\C1=CN=C(C=C1)C(F)(F)F)=N/[H] ((Z)—N-hydroxy-6-(trifluoromethyl)nicotinimidamide). The product is C1(=CC=CC=C1)C1(C(N(CC1)CC1=NC(=NO1)C=1C=NC(=CC1)C(F)(F)F)=O)C1=CC=CC=C1 (3,3-diphenyl-1-({3-[6-(trifluoromethyl)pyridin-3-yl]-1,2,4-oxadiazol-5-yl}methyl)pyrrolidin-2-one). As a reaction SMILES: [O:1]=[C:2]1[C:6]([C:13]2[CH:18]=[CH:17][CH:16]=[CH:15][CH:14]=2)([C:7]2[CH:12]=[CH:11][CH:10]=[CH:9][CH:8]=2)[CH2:5][CH2:4][N:3]1[CH2:19][C:20]([OH:22])=O.FC1C=CC(C2(C3C=CC(F)=CC=3)CCN(CC(O)=O)C2=O)=CC=1.O[NH:48]/[C:49](=[N:60]\[H])/[C:50]1[CH:55]=[CH:54][C:53]([C:56]([F:59])([F:58])[F:57])=[N:52][CH:51]=1.ON/C(=N\[H])/C1C=CC(C(F)(F)F)=CC=1>>[C:7]1([C:6]2([C:13]3[CH:14]=[CH:15][CH:16]=[CH:17][CH:18]=3)[CH2:5][CH2:4][N:3]([CH2:19][C:20]3[O:22][N:60]=[C:49]([C:50]4[CH:51]=[N:52][C:53]([C:56]([F:59])([F:57])[F:58])=[CH:54][CH:55]=4)[N:48]=3)[C:2]2=[O:1])[CH:8]=[CH:9][CH:10]=[CH:11][CH:12]=1. Procedure: The title compound was prepared using the procedure described in Example 190 substituting 2-(2-oxo-3,3-diphenylpyrrolidin-1-yl)acetic acid from Example 1C for 2-(3,3-bis(4-fluorophenyl)-2-oxopyrrolidin-1-yl)acetic acid and (Z)—N-hydroxy-6-(trifluoromethyl)nicotinimidamide for (Z)—N-hydroxy-4-(trifluoromethyl)benzimidamide. 1H NMR (300 MHz, CDCl3) δ ppm 9.33 (s, 1H), 8.43 (dd, J=1.5, 8.2, 1H), 7.80 (dd, J=0.5, 8.2, 1H), 7.44-7.26 (m, 10H), 4.93 (s, 2H), 3.59 (t, J=6.5, 2H), 2.90 (t, J=6.5, 2H); M... The reactants are C(C)(C)(C)OC(=O)N(C1=NC=CC2=CC(=CC=C12)NC(C(=O)NCC1=CC(=CC=C1)[N+](=O)[O-])C1=CC=C(C=C1)[C@H](CO)C)C(=O)OC(C)(C)C (2-(1-(bis(tert-butoxycarbonyl)amino)isoquinolin-6-ylamino)-2-(4-((R)-1-hydroxypropan-2-yl)phenyl)-N-(3-nitrobenzyl)acetamide), NC=1C=C(CNC(C(C2=CC=C(C=C2)CC(CC)O)NC=2C=C3C=CN=C(C3=CC2)N(C(=O)OC(C)(C)C)C(=O)OC(C)(C)C)=O)C=CC1 (N-(3-Amino-benzyl)-2-(1-(bis(tert-butoxycarbonyl)amino)isoquinolin-6-ylamino)-2-[4-(2-hydroxy-butyl)-phenyl]-acetamide). The product is NC=1C=C(CNC(C(C2=CC=C(C=C2)[C@H](CO)C)NC=2C=C3C=CN=C(C3=CC2)N(C(=O)OC(C)(C)C)C(=O)OC(C)(C)C)=O)C=CC1 (N-(3-aminobenzyl)-2-(1-(bis(tert-butoxycarbonyl)amino)isoquinolin-6-ylamino)-2-(4-((R)-1-hydroxypropan-2-yl)phenyl)acetamide). As a reaction SMILES: [C:1]([O:5][C:6]([N:8]([C:44]([O:46][C:47]([CH3:50])([CH3:49])[CH3:48])=[O:45])[C:9]1[C:18]2[C:13](=[CH:14][C:15]([NH:19][CH:20]([C:34]3[CH:39]=[CH:38][C:37]([C@@H:40]([CH3:43])[CH2:41][OH:42])=[CH:36][CH:35]=3)[C:21]([NH:23][CH2:24][C:25]3[CH:30]=[CH:29][CH:28]=[C:27]([N+:31]([O-])=O)[CH:26]=3)=[O:22])=[CH:16][CH:17]=2)[CH:12]=[CH:11][N:10]=1)=[O:7])([CH3:4])([CH3:3])[CH3:2].NC1C=C(C=CC=1)CNC(=O)C(NC1C=C2C(=CC=1)C(N(C(OC(C)(C)C)=O)C(OC(C)(C)C)=O)=NC=C2)C1C=CC(CC(O)CC)=CC=1>>[NH2:31][C:27]1[CH:26]=[C:25]([CH:30]=[CH:29][CH:28]=1)[CH2:24][NH:23][C:21](=[O:22])[CH:20]([NH:19][C:15]1[CH:14]=[C:13]2[C:18](=[CH:17][CH:16]=1)[C:9]([N:8]([C:44]([O:46][C:47]([CH3:50])([CH3:49])[CH3:48])=[O:45])[C:6]([O:5][C:1]([CH3:3])([CH3:4])[CH3:2])=[O:7])=[N:10][CH:11]=[CH:12]2)[C:34]1[CH:35]=[CH:36][C:37]([C@@H:40]([CH3:43])[CH2:41][OH:42])=[CH:38][CH:39]=1. Procedure: 76H (145 mg, 88%) was obtained from 76G (172 mg, 0.25 mmol) using a procedure similar to that used in the preparation of 70G. MS (ESI) m/z 656.4 (M+H)+.